Dataset: the Open Reaction Database (ORD), a public repository of structured organic reaction records. Task: describe an organic reaction: reactants, conditions, products, and yield The reactants are CCC(C)S(=O)(=O)Cl, CC(C)S(=O)(=O)NCC1CN(S(=O)(=O)c2cccs2)CCN1c1ccc(C(C)(O)C(F)(F)F)cc1. Yields the product CCC(C)S(=O)(=O)NCC1CN(S(=O)(=O)c2cccs2)CCN1c1ccc(C(C)(O)C(F)(F)F)cc1. As a reaction SMILES: [CH3:36][CH:37]([S:38]([Cl:39])(=[O:40])=[O:41])[CH2:42][CH3:43].[s:1]1[c:2]([S:6](=[O:7])(=[O:8])[N:9]2[CH2:10][CH:11]([CH2:28][NH:29][S:30](=[O:31])(=[O:32])[CH:33]([CH3:34])[CH3:35])[N:12]([c:15]3[cH:16][cH:17][c:18]([C:21]([C:22]([F:23])([F:24])[F:25])([CH3:26])[OH:27])[cH:19][cH:20]3)[CH2:13][CH2:14]2)[cH:3][cH:4][cH:5]1>>[s:1]1[c:2]([S:6](=[O:7])(=[O:8])[N:9]2[CH2:10][CH:11]([CH2:28][NH:29][S:30](=[O:31])(=[O:32])[CH:33]([CH3:34])[CH2:35][CH3:36])[N:12]([c:15]3[cH:16][cH:17][c:18]([C:21]([C:22]([F:23])([F:24])[F:25])([CH3:26])[OH:27])[cH:19][cH:20]3)[CH2:13][CH2:14]2)[cH:3][cH:4][cH:5]1. The yield is 69.2%. Conditions: temperature 60 celsius, time 8 hour. Procedure: A solution of 1-(5-(3-(4-(bis(4-methoxybenzyl)amino)-6-methyl-1,3,5-triazin-2-yl)-5-chloropyridin-2-ylamino)pyridin-2-yl)-3-(4-(2-methoxyethoxy)phenyl)urea (0.176 g, 0.231 mmol) and trifluoromethanesulfonic acid (0.020 mL, 0.231 mmol) in TFA (2 mL) was stirred at rt for 30 min then warmed up to 60° C. and stirred overnight. After cooling to rt, solid sodium carbonate was added in portions until effervescence subsided. 25% iPrOH in CHCl3 (+1% NH4OH) was added to the residue, and the organic phase... RXN SMILES: COC1C=CC(C[N:8](CC2C=CC(OC)=CC=2)[C:9]2[N:14]=[C:13]([CH3:15])[N:12]=[C:11]([C:16]3[C:17]([NH:23][C:24]4[CH:25]=[CH:26][C:27]([NH:30][C:31]([NH:33][C:34]5[CH:39]=[CH:38][C:37]([O:40][CH2:41][CH2:42][O:43][CH3:44])=[CH:36][CH:35]=5)=[O:32])=[N:28][CH:29]=4)=[N:18][CH:19]=[C:20]([Cl:22])[CH:21]=3)[N:10]=2)=CC=1.FC(F)(F)S(O)(=O)=O.C(=O)([O-])[O-].[Na+].[Na+].CC(O)C>C(O)(C(F)(F)F)=O.C(Cl)(Cl)Cl>[NH2:8][C:9]1[N:14]=[C:13]([CH3:15])[N:12]=[C:11]([C:16]2[C:17]([NH:23][C:24]3[CH:25]=[CH:26][C:27]([NH:30][C:31]([NH:33][C:34]4[CH:39]=[CH:38][C:37]([O:40][CH2:41][CH2:42][O:43][CH3:44])=[CH:36][CH:35]=4)=[O:32])=[N:28][CH:29]=3)=[N:18][CH:19]=[C:20]([Cl:22])[CH:21]=2)[N:10]=1 |f:2.3.4|. The reactants are CC(C)O (iPrOH), COC1=CC=C(CN(C2=NC(=NC(=N2)C)C=2C(=NC=C(C2)Cl)NC=2C=CC(=NC2)NC(=O)NC2=CC=C(C=C2)OCCOC)CC2=CC=C(C=C2)OC)C=C1 (1-(5-(3-(4-(bis(4-methoxybenzyl)amino)-6-methyl-1,3,5-triazin-2-yl)-5-chloropyridin-2-ylamino)pyridin-2-yl)-3-(4-(2-methoxyethoxy)phenyl)urea), FC(S(=O)(=O)O)(F)F (trifluoromethanesulfonic acid), C([O-])([O-])=O.[Na+].[Na+] (sodium carbonate). Yields the product NC1=NC(=NC(=N1)C)C=1C(=NC=C(C1)Cl)NC=1C=CC(=NC1)NC(=O)NC1=CC=C(C=C1)OCCOC (1-(5-(3-(4-amino-6-methyl-1,3,5-triazin-2-yl)-5-chloropyridin-2-ylamino)pyridin-2-yl)-3-(4-(2-methoxyethoxy)phenyl)urea). Run in C(Cl)(Cl)Cl (CHCl3), C(=O)(C(F)(F)F)O (TFA). Starting materials: C(C1=CC=CC=C1)CC(P(OC)(=S)OC)P(OC)(=O)OC (Tetramethyl 2-benzylthioethane-1,1-diphosphonate), C[Si](C)(C)Br (trimethylsilyl bromide), trimethylsilyl esters. Run in C(Cl)(Cl)Cl (chloroform). Run at time 15 minute. Yields the product C(C1=CC=CC=C1)CC(P(O)(=S)O)P(O)(=O)O (2-Benzylthioethane-1,1-diphosphonic acid). RXN SMILES: [CH2:1]([CH2:8][CH:9]([P:16]([O:20]C)(=[O:19])[O:17]C)[P:10]([O:14]C)(=[S:13])[O:11]C)[C:2]1[CH:7]=[CH:6][CH:5]=[CH:4][CH:3]=1.C[Si](Br)(C)C>C(Cl)(Cl)Cl>[CH2:1]([CH2:8][CH:9]([P:16]([OH:20])(=[O:17])[OH:19])[P:10]([OH:14])(=[S:13])[OH:11])[C:2]1[CH:7]=[CH:6][CH:5]=[CH:4][CH:3]=1. Reported procedure: Tetramethyl 2-benzylthioethane-1,1-diphosphonate (2.45 g) in chloroform (5 cm3) was treated with an excess of trimethylsilyl bromide (5.1 g) at room temperature. The formation of the trimethylsilyl esters was monitored by 31P n.m.r. and was complete after 15 min. Starting materials: C(OCC)(=O)Cl (ethyl chlorocarbonate), O[C@H]1C[C@@H](CC2=CC[C@H]3[C@@H]4CC[C@H]([C@@H](CC[C@H](C(C)C)O)C)[C@]4(CC[C@@H]3[C@@]12C)C)O (1α,3β,24(R)-trihydroxycholest-5-ene), ice water. Reagents/catalysts: CN(C1=CC=NC=C1)C (4-dimethylaminopyridine). Run in C(Cl)Cl (methylenechloride). Conditions: temperature 0 celsius. Yields the product C(C)OC(=O)O[C@H]1C[C@@H](CC2=CC[C@H]3[C@@H]4CC[C@H]([C@@H](CC[C@H](C(C)C)OC(=O)OCC)C)[C@]4(CC[C@@H]3[C@@]12C)C)OC(=O)OCC (1α,3β,24(R)-triethoxycarbonyloxycholest-5-ene). RXN SMILES: [C:1](Cl)(=[O:5])[O:2][CH2:3][CH3:4].[OH:7][C@@H:8]1[C@@:33]2([CH3:34])[C:12](=[CH:13][CH2:14][C@@H:15]3[C@@H:32]2[CH2:31][CH2:30][C@@:29]2([CH3:35])[C@H:16]3[CH2:17][CH2:18][C@@H:19]2[C@H:20]([CH3:28])[CH2:21][CH2:22][C@@H:23]([OH:27])[CH:24]([CH3:26])[CH3:25])[CH2:11][C@@H:10]([OH:36])[CH2:9]1>CN(C)C1C=CN=CC=1.C(Cl)Cl>[CH2:3]([O:2][C:1]([O:7][C@@H:8]1[C@@:33]2([CH3:34])[C:12](=[CH:13][CH2:14][C@@H:15]3[C@@H:32]2[CH2:31][CH2:30][C@@:29]2([CH3:35])[C@H:16]3[CH2:17][CH2:18][C@@H:19]2[C@H:20]([CH3:28])[CH2:21][CH2:22][C@@H:23]([O:27][C:1]([O:2][CH2:3][CH3:4])=[O:5])[CH:24]([CH3:26])[CH3:25])[CH2:11][C@@H:10]([O:36][C:1]([O:2][CH2:3][CH3:4])=[O:5])[CH2:9]1)=[O:5])[CH3:4]. Reported procedure: A ethyl chlorocarbonate (24.75 ml) was added dropwise to a solution of 1α,3β,24(R)-trihydroxycholest-5-ene (3.63 g), 4-dimethylaminopyridine (6.25 g) and methylenechloride (40 ml) with stirring at 0° C. After stirring for 27 hours at 60° C., the reaction mixture was poured into ice water and extracted with methylenechloride. The extracts were washed with 2 N hydrochloric acid, saturated sodium bicarbonate solution and saturated sodium chloride solution, and dried over anhydrous sodium sulfate. T... Product: CCCCOCc1ccc(Cn2cc(-c3cccnc3N)cn2)cc1. Starting materials: CCCCOCc1ccc(CCl)cc1, CN(C)C=O, [H-], [Na+], Nc1ncccc1-c1cn[nH]c1. As a reaction SMILES: [CH2:15]([CH2:16][CH2:17][CH3:18])[O:19][CH2:20][c:21]1[cH:22][cH:23][c:24]([CH2:27][Cl:28])[cH:25][cH:26]1.[CH3:29][N:30]([CH3:31])[CH:32]=[O:33].[H-:13].[Na+:14].[nH:1]1[n:2][cH:3][c:4](-[c:6]2[c:7]([NH2:12])[n:8][cH:9][cH:10][cH:11]2)[cH:5]1>>[n:1]1([CH2:27][c:24]2[cH:23][cH:22][c:21]([CH2:20][O:19][CH2:15][CH2:16][CH2:17][CH3:18])[cH:26][cH:25]2)[n:2][cH:3][c:4](-[c:6]2[c:7]([NH2:12])[n:8][cH:9][cH:10][cH:11]2)[cH:5]1. Product: O1[C@H](C1)COC1=CC=C(C#N)C=C1 ((R)-4-(oxiranylmethoxy)-benzonitrile). Reaction SMILES: [C:1]([C:3]1[CH:18]=[CH:17][C:6]([O:7][CH2:8][C@H:9]([OH:16])[CH2:10]OS(C)(=O)=O)=[CH:5][CH:4]=1)#[N:2].[OH-].[Na+].[Cl-].[Na+]>COCCOC>[O:16]1[CH2:10][C@@H:9]1[CH2:8][O:7][C:6]1[CH:17]=[CH:18][C:3]([C:1]#[N:2])=[CH:4][CH:5]=1 |f:1.2,3.4|. Isolated yield 100.6%. Reported procedure: A solution of 2.71 g of (2S)-1-(4-cyanophenoxy)-3-methanesulfonyloxypropan-2-ol in 40 ml of 1,2-dimethoxyethane was stirred with 1.0 g of powdered sodium hydroxide at room temperature for 22 h. 10 ml of saturated sodium chloride solution was added, and the mixture was extracted twice with ether. Washing with 5% sodium hydrogen carbonate, drying over magnesium sulfate, filtration and evaporation gave 1.76 g of crystalline material, m.p. 67.5° C., [α]D20 -14.7° (c=1, acetone) Reactants: C(#N)C1=CC=C(OC[C@@H](COS(=O)(=O)C)O)C=C1 ((2S)-1-(4-cyanophenoxy)-3-methanesulfonyloxypropan-2-ol), [OH-].[Na+] (sodium hydroxide), [Cl-].[Na+] (sodium chloride). Solvent: COCCOC (1,2-dimethoxyethane).